From a dataset of the Open Reaction Database (ORD), a public repository of structured organic reaction records. describe an organic reaction: reactants, conditions, products, and yield Yields the product N=1N(N=CC1)C1=C(C(=O)O)C=CC=C1 (2-(2H-1,2,3-Triazol-2-yl)benzoic acid). Procedure: The title compound was prepared following the same general protocol as described for 5-methyl-2-(2H-1,2,3-triazol-2-yl)benzoic acid in Example A11 using 2-bromobenzoic acid. MS (ESI) 190 (M+H). RXN SMILES: C[C:2]1[CH:3]=[CH:4][C:5]([N:11]2[N:15]=[CH:14][CH:13]=[N:12]2)=[C:6]([CH:10]=1)[C:7]([OH:9])=[O:8].BrC1C=CC=CC=1C(O)=O>>[N:12]1[N:11]([C:5]2[CH:4]=[CH:3][CH:2]=[CH:10][C:6]=2[C:7]([OH:9])=[O:8])[N:15]=[CH:14][CH:13]=1. The reactants are CC=1C=CC(=C(C(=O)O)C1)N1N=CC=N1 (5-methyl-2-(2H-1,2,3-triazol-2-yl)benzoic acid), BrC1=C(C(=O)O)C=CC=C1 (2-bromobenzoic acid). Starting materials: COC(=O)C1=NN(C=N1)CC1=CC=CC=C1 (1-benzyl-1H-[1,2,4]triazole-3-carboxylic acid methyl ester), [OH-].[Na+] (sodium hydroxide). Solvent: C1CCOC1 (THF), CO (methanol). Conditions: time 3 hour. The product is C(C1=CC=CC=C1)N1N=C(N=C1)C(=O)O (1-benzyl-1H-[1,2,4]triazole-3-carboxylic acid). RXN SMILES: C[O:2][C:3]([C:5]1[N:9]=[CH:8][N:7]([CH2:10][C:11]2[CH:16]=[CH:15][CH:14]=[CH:13][CH:12]=2)[N:6]=1)=[O:4].[OH-].[Na+]>C1COCC1.CO>[CH2:10]([N:7]1[CH:8]=[N:9][C:5]([C:3]([OH:4])=[O:2])=[N:6]1)[C:11]1[CH:16]=[CH:15][CH:14]=[CH:13][CH:12]=1 |f:1.2|. Reported procedure: To a stirred solution of 1-benzyl-1H-[1,2,4]triazole-3-carboxylic acid methyl ester (4.11 g) in THF (30 mL) in methanol (30 mL), was added sodium hydroxide solution (1.0 N, 28 mL, 28 mmol). The solution was stirred at room temperature for 3 hours. The organic solvents were removed by evaporation. The aqueous phase washed with diethyl ether one time. The aqueous solution was acidified by adding 2 N HCl and then filtered to yield 1-benzyl-1H-[1,2,4]triazole-3-carboxylic acid as a white solid. Reactants: CCCO, CN(C)c1ccncc1, CCOCC, C(=NC1CCCCC1)=NC1CCCCC1, O=C(O)CCc1ccc(CCC(=O)O)cc1. Product: CCCOC(=O)CCc1ccc(CCC(=O)O)cc1. Reaction SMILES: [CH2:17]([CH2:18][CH3:19])[OH:20].[CH3:36][N:37]([CH3:38])[c:39]1[cH:40][cH:41][n:42][cH:43][cH:44]1.[CH3:45][CH2:46][O:47][CH2:48][CH3:49].[CH:21]1([N:22]=[C:23]=[N:24][CH:25]2[CH2:26][CH2:27][CH2:28][CH2:29][CH2:30]2)[CH2:31][CH2:32][CH2:33][CH2:34][CH2:35]1.[c:1]1([CH2:12][CH2:13][C:14](=[O:15])[OH:16])[cH:2][cH:3][c:4]([CH2:7][CH2:8][C:9](=[O:10])[OH:11])[cH:5][cH:6]1>>[c:1]1([CH2:12][CH2:13][C:14](=[O:15])[OH:16])[cH:2][cH:3][c:4]([CH2:7][CH2:8][C:9]([O:10][CH2:17][CH2:18][CH3:19])=[O:11])[cH:5][cH:6]1.